From a dataset of the Open Reaction Database (ORD), a public repository of structured organic reaction records. describe an organic reaction: reactants, conditions, products, and yield The reactants are CSc1cccc(Oc2ncccc2C(=O)O)c1, CN(C)C=O, CC(C)(O)c1ccc(CN)cc1, O, O, On1nnc2ccccc21. Yields the product CSc1cccc(Oc2ncccc2C(=O)NCc2ccc(C(C)(C)O)cc2)c1. Reaction SMILES: [CH3:1][S:2][c:3]1[cH:4][c:5]([O:6][c:7]2[c:8]([C:9](=[O:10])[OH:11])[cH:12][cH:13][cH:14][n:15]2)[cH:16][cH:17][cH:18]1.[CH3:42][N:43]([CH3:44])[CH:45]=[O:46].[NH2:19][CH2:20][c:21]1[cH:22][cH:23][c:24]([C:27]([CH3:28])([CH3:29])[OH:30])[cH:25][cH:26]1.[OH2:31].[OH2:47].[OH:32][n:33]1[c:34]2[cH:35][cH:36][cH:37][cH:38][c:39]2[n:40][n:41]1>>[CH3:1][S:2][c:3]1[cH:4][c:5]([O:6][c:7]2[c:8]([C:9](=[O:11])[NH:19][CH2:20][c:21]3[cH:22][cH:23][c:24]([C:27]([CH3:28])([CH3:29])[OH:30])[cH:25][cH:26]3)[cH:12][cH:13][cH:14][n:15]2)[cH:16][cH:17][cH:18]1. Starting materials: S(=O)([O-])[O-].[Na+].[Na+] (sodium sulfite), ClC1=CC=C(C=C1)S(=O)(=O)Cl (p-chlorobenzenesulfonyl chloride). The solvent is O (water). Run at time 3 hour. Product: ClC1=CC=C(C=C1)S(=O)[O-].[Na+] (sodium p-chlorobenzenesulfinate). The yield is 1009.6%. As a reaction SMILES: S([O-])([O-])=O.[Na+:5].[Na+].[Cl:7][C:8]1[CH:13]=[CH:12][C:11]([S:14](Cl)(=[O:16])=[O:15])=[CH:10][CH:9]=1>O>[Cl:7][C:8]1[CH:13]=[CH:12][C:11]([S:14]([O-:16])=[O:15])=[CH:10][CH:9]=1.[Na+:5] |f:0.1.2,5.6|. Procedure: To a mixture of 504 g of sodium sulfite and 1.8 l of water was added portionwise 16 g of p-chlorobenzenesulfonyl chloride at 50° C. After being stirred at 55°-60° C. for 3 hours, the mixture was cooled with ice and white crystals which separated out were collected and washed with cold water to obtain 152 g of sodium p-chlorobenzenesulfinate. In a manner similar to Synthesis Example 1, sodium p-chlorobenzenesulfinate and ethyl chloroacetate were reacted to obtain ethyl p-chlorophenylsulfonyl acet... Reactants: C(=O)NC1=CC=CC=C1.[Cs] (cesium formanilide), [N+](=O)([O-])C1=CC=C(C=C1)Cl (p-nitrochlorobenzene), C(=O)NC1=CC=CC=C1 (formanilide). Solvent: C=1(C(=CC=CC1)C)C (xylene). Run at temperature 140 celsius, time 3 hour. Product: layer 54.6, C1=CC=C(C=C1)NC2=CC=C(C=C2)[N+](=O)[O-] (4-nitrodiphenylamine). The yield is 74.1%. RXN SMILES: C([NH:3][C:4]1[CH:9]=[CH:8][CH:7]=[CH:6][CH:5]=1)=O.[Cs].[N+:11]([C:14]1[CH:19]=[CH:18][C:17](Cl)=[CH:16][CH:15]=1)([O-:13])=[O:12].C(NC1C=CC=CC=1)=O>C1(C)C(C)=CC=CC=1>[CH:7]1[CH:8]=[CH:9][C:4]([NH:3][C:17]2[CH:18]=[CH:19][C:14]([N+:11]([O-:13])=[O:12])=[CH:15][CH:16]=2)=[CH:5][CH:6]=1 |f:0.1,^1:9|. Reported procedure: To the resulting slurry of cesium formanilide is added 63 parts by weight (0.4 mole) of p-nitrochlorobenzene, 7.9 parts by weight (0.065 mole) of formanilide and 200 parts by weight of xylene. The reaction mixture is heated to about 140° C. over a period of about an hour and heating continued at 140°-146° for about 3 hours. Gas evolution increases rapidly at about 121° C. and continues throughout most of the heating period. During the heating, the major proportion of the hydrocarbon solvent is r... Starting materials: OCCOC(CCCCCCCCC(=O)[O-])=O (Mono(2-hydroxyethyl)sebacate), C1(=CC=CC=C1)C (toluene), CN1C(CC(CC1(C)C)O)(C)C (1,2,2,6,6-pentamethylpiperidin-4-ol). Reagents/catalysts: C=1(C(=CC=CC1)S(=O)(=O)O)C (toluenesulfonic acid). Solvent: O (water). The product is C(OCC)(OCC)OCC (triethyl orthoformate). RXN SMILES: O[CH2:2][CH2:3][O:4][C:5](=[O:17])CCCCCCCCC([O-])=O.CN1C(C)(C)C[CH:22]([OH:27])[CH2:21]C1(C)C.[C:30]1(C)C=CC=C[CH:31]=1>C1(C)C(S(O)(=O)=O)=CC=CC=1.O>[CH:5]([O:4][CH2:3][CH3:2])([O:17][CH2:30][CH3:31])[O:27][CH2:22][CH3:21]. Procedure details: Mono(2-hydroxyethyl)sebacate and 23.6 g (0.1 mole) 1,2,2,6,6-pentamethylpiperidin-4-ol 17.1 g (0.1 mole) were esterified by heating with 0.4 g toluenesulfonic acid catalyst and 100 cc toluene in a reflux apparatus including a Dean-Stark trap to collect the reaction water as it evolved. When no more water obtained 22.2 g (0.15 mole) triethyl orthoformate was added and heating under reflux continued for 9 hours. Stripping under vacuum removed toluene and excess triethyl orthoformate, and left an o... Conditions: temperature 66 celsius, time 3 hour. Starting materials: CC1=CC=C(CN2CCNCC2)C=C1 (1-(4-methylbenzyl)piperazine), C1(=CC=CC=C1)C(=CC=O)C1=NC=CN=C1 (3-phenyl-3-pyrazinylpropenal), C(C(=O)O)(=O)O (oxalic acid), C(C)C(=O)C (methyl ethyl ketone), C(C)C(=O)C (methyl ethyl ketone). The solvent is C(Cl)Cl (methylene chloride), O1CCCC1 (tetrahydrofuran), O1CCCC1 (tetrahydrofuran). Product: C(C(=O)O)(=O)O.CC1=CC=C(CN2CCN(CC2)C=2N=C(C=3N(C2)C=CC3)C3=CC=CC=C3)C=C1 (3-[4-(4-Methylbenzyl)-1-piperazinyl]-1-phenylpyrrolo[1,2-a]pyrazine oxalate). As a reaction SMILES: [CH3:1][C:2]1[CH:14]=[CH:13][C:5]([CH2:6][N:7]2[CH2:12][CH2:11][NH:10][CH2:9][CH2:8]2)=[CH:4][CH:3]=1.[C:15]1([C:21]([C:25]2[CH:30]=[N:29][CH:28]=[CH:27][N:26]=2)=CC=O)[CH:20]=[CH:19][CH:18]=[CH:17][CH:16]=1.[CH2:31](C(C)=O)[CH3:32].[C:36]([OH:41])(=[O:40])[C:37]([OH:39])=[O:38]>O1CCCC1.C(Cl)Cl>[C:36]([OH:41])(=[O:40])[C:37]([OH:39])=[O:38].[CH3:1][C:2]1[CH:3]=[CH:4][C:5]([CH2:6][N:7]2[CH2:12][CH2:11][N:10]([C:28]3[N:29]=[C:21]([C:15]4[CH:16]=[CH:17][CH:18]=[CH:19][CH:20]=4)[C:25]4[N:26]([CH:31]=[CH:32][CH:30]=4)[CH:27]=3)[CH2:9][CH2:8]2)=[CH:13][CH:14]=1 |f:6.7|. Procedure details: A solution of 1-(4-methylbenzyl)piperazine (9.5 g) in tetrahydrofuran (50 cc) is added in the course of 10 minutes at a temperature in the region of 20° C. to a stirred solution of 3-phenyl-3-pyrazinylpropenal (1 g) in tetrahydrofuran (50 cc), and the mixture is left with stirring for 3 hours at a temperature in the region of 66° C. After the solution is cooled to a temperature in the region of 20° C., the reaction mixture is concentrated to dryness under reduced pressure (20 mm Hg; 2.7 kPa) at ... Reactants: N1(CCCC1)C1=NC(=CC=C1CN)C(F)(F)F (2-(1-pyrrolidinyl)-6-(trifluoromethyl)-3-aminomethyl-pyridine), C1=CN(C=N1)C(=O)N2C=CN=C2 (CDI), NC1=CC=CC2=C1OCC(N2)=O (8-amino-2H-benzo[b][1,4]oxazin-3(4H)-one). The solvent is CN(C)C=O (DMF), C1CCOC1 (THF). Run at temperature 100 celsius. Yields the product O=C1COC2=C(N1)C=CC=C2NC(=O)NCC=2C(=NC(=CC2)C(F)(F)F)N2CCCC2 (1-(3-oxo-4H-1,4-benzoxazin-8-yl)-3-[[2-pyrrolidin-1-yl-6-(trifluoromethyl)-3-pyridyl]methyl]urea). The yield is 24.0%. As a reaction SMILES: [N:1]1([C:6]2[C:11]([CH2:12][NH2:13])=[CH:10][CH:9]=[C:8]([C:14]([F:17])([F:16])[F:15])[N:7]=2)[CH2:5][CH2:4][CH2:3][CH2:2]1.C1N=CN([C:23]([N:25]2C=N[CH:27]=[CH:26]2)=[O:24])C=1.NC1C2[O:37][CH2:38][C:39](=[O:41])[NH:40][C:35]=2[CH:34]=[CH:33][CH:32]=1>C1COCC1.CN(C=O)C>[O:41]=[C:39]1[NH:40][C:35]2[CH:34]=[CH:33][CH:32]=[C:26]([NH:25][C:23]([NH:13][CH2:12][C:11]3[C:6]([N:1]4[CH2:5][CH2:4][CH2:3][CH2:2]4)=[N:7][C:8]([C:14]([F:17])([F:15])[F:16])=[CH:9][CH:10]=3)=[O:24])[C:27]=2[O:37][CH2:38]1. Reported procedure: To a solution of 2-(1-pyrrolidinyl)-6-(trifluoromethyl)-3-aminomethyl-pyridine 29e (0.58 g, 2.3 mmol) in THF (25 mL) was added CDI (2.1 mol eq, 0.77 g) and the mixture was heated for 5 h. The reaction mixture was evaporated, water was added and the aqueous phase was extracted with EtOAc (3×20 mL). The recombined organic phases were anhydrified over Na2SO4 and evaporated at reduced pressure. The oil obtained (0.51 g, 1.52 mmol) was dissolved in DMF (20 mL) and the bicyclic amine 1f was added (0.8... Procedure: A mixture of 6H-1-Thia-5,6-diaza-as-indacene-2-carboxylic acid methyl ester (100 mg, 0.43 mmol), LiOH (25.5 mg, 1.07 mmol) is dissolved in THF (4 ml) and H2O (1 mL). The mixture is stirred at 60° C. for 3 hours. Acidification with acetic acid results in a brown solid which is collected by filtration. It is then dried in vacuo and used for the next step without any further purification. As a reaction SMILES: C[O:2][C:3]([C:5]1[S:6][C:7]2[C:15]([CH:16]=1)=[CH:14][N:13]=[C:12]1[C:8]=2[CH:9]=[CH:10][NH:11]1)=[O:4].[Li+].[OH-].C(O)(=O)C>C1COCC1.O>[S:6]1[C:7]2[C:15](=[CH:14][N:13]=[C:12]3[C:8]=2[CH:9]=[CH:10][NH:11]3)[CH:16]=[C:5]1[C:3]([OH:4])=[O:2] |f:1.2|. Conditions: temperature 60 celsius, time 3 hour. Run in C1CCOC1 (THF), O (H2O). Yields the product S1C(=CC2=CN=C3NC=CC3=C12)C(=O)O (6H-1-Thia-5,6-diaza-as-indacene-2-carboxylic Acid). The reactants are COC(=O)C=1SC2=C3C=CNC3=NC=C2C1 (6H-1-Thia-5,6-diaza-as-indacene-2-carboxylic acid methyl ester), [Li+].[OH-] (LiOH), C(C)(=O)O (acetic acid). The reactants are CS(=O)(=O)CCCC(=O)OCC (Ethyl 4-(methylsulfonyl)butanoate), [OH-].[Na+] (sodium hydroxide). Run in C(C)O (ethanol). Reaction conditions: time 8 hour. Product: CS(=O)(=O)CCCC(=O)O (4-(Methylsulfonyl)butanoic acid). Yield: 98.9%. RXN SMILES: [CH3:1][S:2]([CH2:5][CH2:6][CH2:7][C:8]([O:10]CC)=[O:9])(=[O:4])=[O:3].[OH-].[Na+]>C(O)C>[CH3:1][S:2]([CH2:5][CH2:6][CH2:7][C:8]([OH:10])=[O:9])(=[O:4])=[O:3] |f:1.2|. Procedure: To a solution of Intermediate 36 (0.130 g) in ethanol (2 ml), was added 2N aqueous sodium hydroxide (0.75 ml). The mixture was stirred at room temperature under nitrogen overnight. The solution was evaporated in vacuo to remove the ethanol, and applied to a solid phase extraction cartridge (Isolute SCX sulphonic acid column, 2 g). The cartridge was eluted with methanol (15 ml) and the solvent concentrated in vacuo to give the title compound as a clear oil (0.110 g). Reactants: C(CC(C)C)Br (isoamyl bromide), cuprous iodide, [Mg] (magnesium), ClCC\C=C/CCCCCCCCCC (1-chloro-cis-3-tetradecene), Grignard reagent. Solvent: O1CCCC1 (tetrahydrofuran). Run at temperature 0 celsius. The product is Grignard reagent, CC(C)CCCC\C=C/CCCCCCCCCC (2-methyl-cis-7-octadecene). The yield is 37.5%. As a reaction SMILES: [Mg].Cl[CH2:3][CH2:4]/[CH:5]=[CH:6]\[CH2:7][CH2:8][CH2:9][CH2:10][CH2:11][CH2:12][CH2:13][CH2:14][CH2:15][CH3:16].[CH2:17](Br)[CH2:18][CH:19]([CH3:21])[CH3:20]>O1CCCC1>[CH3:20][CH:19]([CH2:18][CH2:17][CH2:3][CH2:4]/[CH:5]=[CH:6]\[CH2:7][CH2:8][CH2:9][CH2:10][CH2:11][CH2:12][CH2:13][CH2:14][CH2:15][CH3:16])[CH3:21]. Reported procedure: In a 1-liter reactor, a Grignard reagent was prepared from 5.0 g (0.206 mole) of magnesium and 46 g (0.2 mole) of 1-chloro-cis-3-tetradecene in exactly the same manner as in Example 4. Next, 30 g of tetrahydrofuran, 30 g (0.2 mole) of isoamyl bromide and 0.6 g of cuprous iodide were placed in another 1-liter reactor and cooled to 0° C. Then, the above-described Grignard reagent was added dropwise thereto so that the temperature did not exceed 20° C. After completion of the reaction, the reaction... The reactants are COC(=O)C1CCC(n2nc(-c3c(-c4ccccc4)nn4ccccc34)ccc2=O)C(=O)C1, CO, Cl, [Na+], [OH-]. Yields the product O=C(O)C1CCC(n2nc(-c3c(-c4ccccc4)nn4ccccc34)ccc2=O)C(=O)C1. RXN SMILES: [CH3:1][O:2][C:3](=[O:4])[CH:5]1[CH2:6][C:7](=[O:33])[CH:8]([n:11]2[n:12][c:13](-[c:18]3[c:19](-[c:27]4[cH:28][cH:29][cH:30][cH:31][cH:32]4)[n:20][n:21]4[c:22]3[cH:23][cH:24][cH:25][cH:26]4)[cH:14][cH:15][c:16]2=[O:17])[CH2:9][CH2:10]1.[CH3:37][OH:38].[ClH:36].[Na+:35].[OH-:34]>>[O:2]=[C:3]([OH:4])[CH:5]1[CH2:6][C:7](=[O:33])[CH:8]([n:11]2[n:12][c:13](-[c:18]3[c:19](-[c:27]4[cH:28][cH:29][cH:30][cH:31][cH:32]4)[n:20][n:21]4[c:22]3[cH:23][cH:24][cH:25][cH:26]4)[cH:14][cH:15][c:16]2=[O:17])[CH2:9][CH2:10]1.